Dataset: the Open Reaction Database (ORD), a public repository of structured organic reaction records. Task: describe an organic reaction: reactants, conditions, products, and yield The reactants are resultant mixture, COC1=CC2=C(C(NC=CO2)=O)C=C1 (4,5-dihydro-8-methoxy-1,4-benzoxazepin-5-one), BrCCCCCBr (1,5-dibromopentane), [H-].[Na+] (sodium hydride). Run in CN(C=O)C (dimethylformamide). Conditions: time 30 minute. Yields the product BrCCCCCN1C=COC2=C(C1=O)C=CC(=C2)OC (4-(5-bromopentyl)-4,5-dihydro-8-methoxy-1,4-benzoxazepin-5-one). As a reaction SMILES: [CH3:1][O:2][C:3]1[CH:14]=[CH:13][C:6]2[C:7](=[O:12])[NH:8][CH:9]=[CH:10][O:11][C:5]=2[CH:4]=1.[H-].[Na+].[Br:17][CH2:18][CH2:19][CH2:20][CH2:21][CH2:22]Br>CN(C)C=O>[Br:17][CH2:18][CH2:19][CH2:20][CH2:21][CH2:22][N:8]1[C:7](=[O:12])[C:6]2[CH:13]=[CH:14][C:3]([O:2][CH3:1])=[CH:4][C:5]=2[O:11][CH:10]=[CH:9]1 |f:1.2|. Procedure: 350 mg of 4,5-dihydro-8-methoxy-1,4-benzoxazepin-5-one was dissolved in 5 ml of dimethylformamide, then 88 mg (1.2 equivalents) of 60% sodium hydride was added. This was agitated for 30 minutes, then 0.60 ml (2.4 equivalents) of 1,5-dibromopentane was added and the resultant mixture was agitated at room temperature for 6 hours. Reactants: [Al+3], CCc1ccc(C(=O)Cl)cc1, COc1ccccc1, [Cl-], [Cl-], [Cl-], ClCCl, O. Yields the product CCc1ccc(C(=O)c2ccc(OC)cc2)cc1. As a reaction SMILES: [Al+3:21].[CH2:1]([CH3:2])[c:3]1[cH:4][cH:5][c:6]([C:7](=[O:8])[Cl:9])[cH:10][cH:11]1.[CH3:12][O:13][c:14]1[cH:15][cH:16][cH:17][cH:18][cH:19]1.[Cl-:20].[Cl-:22].[Cl-:23].[Cl:25][CH2:26][Cl:27].[OH2:24]>>[CH2:1]([CH3:2])[c:3]1[cH:4][cH:5][c:6]([C:7](=[O:8])[c:17]2[cH:16][cH:15][c:14]([O:13][CH3:12])[cH:19][cH:18]2)[cH:10][cH:11]1. The reactants are CCOC(C)=O, Clc1ccc(CBr)cc1, [H-], [Na+], CN(C)C=O, O=Cc1cc(=O)[nH]c2ccccc12, O. Product: O=Cc1cc(=O)n(Cc2ccc(Cl)cc2)c2ccccc12. Reaction SMILES: [CH3:30][CH2:31][O:32][C:33](=[O:34])[CH3:35].[Cl:21][c:22]1[cH:23][cH:24][c:25]([CH2:26][Br:27])[cH:28][cH:29]1.[H-:1].[Na+:2].[O:3]=[CH:4][N:5]([CH3:6])[CH3:7].[O:8]=[c:9]1[nH:10][c:11]2[cH:12][cH:13][cH:14][cH:15][c:16]2[c:17]([CH:19]=[O:20])[cH:18]1.[OH2:36]>>[O:8]=[c:9]1[n:10]([CH2:26][c:25]2[cH:24][cH:23][c:22]([Cl:21])[cH:29][cH:28]2)[c:11]2[cH:12][cH:13][cH:14][cH:15][c:16]2[c:17]([CH:19]=[O:20])[cH:18]1. The reactants are CC(C)(CO)[C@H](C(=O)NCCC(=O)NCCSSCCNC(=O)CCNC(=O)[C@@H](C(C)(C)CO)O)O (D-pantethine), COC(C)(C)OC (2,2-dimethoxypropane). The reagents and catalysts are FC(C(=O)O)(F)F (trifluoroacetic acid). The solvent is CC(=O)C (acetone). Conditions: time 2 day. The product is CC(C)(CO)[C@H](C(=O)NCCC(=O)NCCSSCCNC(=O)CCNC(=O)[C@@H](C(C)(C)CO)O)O.[CH2-]C(=O)C (Pantethine acetonide). As a reaction SMILES: [CH3:1][C:2]([C@@H:6]([OH:36])[C:7]([NH:9][CH2:10][CH2:11][C:12]([NH:14][CH2:15][CH2:16][S:17][S:18][CH2:19][CH2:20][NH:21][C:22]([CH2:24][CH2:25][NH:26][C:27]([C@H:29]([OH:35])[C:30]([CH2:33][OH:34])([CH3:32])[CH3:31])=[O:28])=[O:23])=[O:13])=[O:8])([CH2:4][OH:5])[CH3:3].C[O:38][C:39](OC)([CH3:41])[CH3:40]>FC(F)(F)C(O)=O.CC(C)=O>[CH3:3][C:2]([C@@H:6]([OH:36])[C:7]([NH:9][CH2:10][CH2:11][C:12]([NH:14][CH2:15][CH2:16][S:17][S:18][CH2:19][CH2:20][NH:21][C:22]([CH2:24][CH2:25][NH:26][C:27]([C@H:29]([OH:35])[C:30]([CH2:33][OH:34])([CH3:31])[CH3:32])=[O:28])=[O:23])=[O:13])=[O:8])([CH2:4][OH:5])[CH3:1].[CH2-:40][C:39]([CH3:41])=[O:38] |f:4.5|. Procedure: A mixture of 1.0 g of D-pantethine, 5 ml of 2,2-dimethoxypropane, 5 drops of trifluoroacetic acid and 5 ml of acetone was stirred for 2 days and then evaporated. The resulting white foam was purified by flash chromatography [dichloromethane:methanol (10:1)], giving 1.0 g of the desired compound as a white hygroscopic foam. The reactants are N(=[N+]=[N-])[C@@H]1[C@H](OCC2=CC=CC=C2)O[C@@H]([C@H]([C@@H]1OC(C(C)(C)C)=O)F)COC(C(C)(C)C)=O (Benzyl 2-azido-2,4-dideoxy-4-fluoro-3,6-di-O-pivaloyl-β-D-mannopyranoside), C[O-].[Na+] (sodium methoxide). Solvent: CO (methanol). Reaction conditions: temperature 40 celsius, time 4.5 hour. Product: N(=[N+]=[N-])[C@@H]1[C@H](OCC2=CC=CC=C2)O[C@@H]([C@H]([C@@H]1O)F)CO (Benzyl 2-azido-2,4-dideoxy-4-fluoro-β-D-mannopyranoside). As a reaction SMILES: [N:1]([C@H:4]1[C@@H:17]([O:18]C(=O)C(C)(C)C)[C@H:16]([F:25])[C@@H:15]([CH2:26][O:27]C(=O)C(C)(C)C)[O:14][C@H:5]1[O:6][CH2:7][C:8]1[CH:13]=[CH:12][CH:11]=[CH:10][CH:9]=1)=[N+:2]=[N-:3].C[O-].[Na+]>CO>[N:1]([C@H:4]1[C@@H:17]([OH:18])[C@H:16]([F:25])[C@@H:15]([CH2:26][OH:27])[O:14][C@H:5]1[O:6][CH2:7][C:8]1[CH:9]=[CH:10][CH:11]=[CH:12][CH:13]=1)=[N+:2]=[N-:3] |f:1.2|. Procedure details: Compound (22) (180 mg, 0.387 mmol) was dissolved in methanol (8 ml), sodium methoxide (922 mg, 9.67 mmols) was added to the solution, and the mixture was reacted with stirring at 40° C. TLC revealed 4.5 hours later that the reaction mixture collected into a spot, and the mixture was neutralized with a cation-exchange resin IR-120 (+), followed by filtration and concentration. The residue was purified by silica gel column chromatography (ethyl acetate:hexane=1:1), giving Compound (23) (in an amou... Starting materials: C(CCC)N1C(C(=C(C2=CC=CN=C12)C1=CC(=CC=C1)OC)NC(=O)NC1=C(C=C(C=C1C(C)C)N)C(C)C)=O (N-[1-butyl-4-(3-methoxyphenyl)-1,2-dihydro-2-oxo-1,8-naphthyridin-3-yl]-N′-(2,6-diisopropyl-4-aminophenyl)urea), C(C1=CN=CC=C1)=O (nicotinaldehyde), Cl (hydrochloric acid), [BH4-].[Na+] (sodium borohydride). Solvent: CO (methanol), O (water). Reaction conditions: time 5 hour. The product is C(CCC)N1C(C(=C(C2=CC=CN=C12)C1=CC(=CC=C1)OC)NC(=O)NC1=C(C=C(C=C1C(C)C)NCC=1C=NC=CC1)C(C)C)=O (N-[1-butyl-4-(3-methoxyphenyl)-1,2-dihydro-2-oxo-1,8-naphthyridin-3-yl]-N′-[2,6-diisopropyl-4-(3-pyridylmethylamino)phenyl]-urea). Isolated yield 90.0%. Reaction SMILES: [CH2:1]([N:5]1[C:14]2[C:9](=[CH:10][CH:11]=[CH:12][N:13]=2)[C:8]([C:15]2[CH:20]=[CH:19][CH:18]=[C:17]([O:21][CH3:22])[CH:16]=2)=[C:7]([NH:23][C:24]([NH:26][C:27]2[C:32]([CH:33]([CH3:35])[CH3:34])=[CH:31][C:30]([NH2:36])=[CH:29][C:28]=2[CH:37]([CH3:39])[CH3:38])=[O:25])[C:6]1=[O:40])[CH2:2][CH2:3][CH3:4].[CH:41](=O)[C:42]1[CH:47]=[CH:46][CH:45]=[N:44][CH:43]=1.Cl.[BH4-].[Na+]>CO.O>[CH2:1]([N:5]1[C:14]2[C:9](=[CH:10][CH:11]=[CH:12][N:13]=2)[C:8]([C:15]2[CH:20]=[CH:19][CH:18]=[C:17]([O:21][CH3:22])[CH:16]=2)=[C:7]([NH:23][C:24]([NH:26][C:27]2[C:32]([CH:33]([CH3:35])[CH3:34])=[CH:31][C:30]([NH:36][CH2:41][C:42]3[CH:43]=[N:44][CH:45]=[CH:46][CH:47]=3)=[CH:29][C:28]=2[CH:37]([CH3:39])[CH3:38])=[O:25])[C:6]1=[O:40])[CH2:2][CH2:3][CH3:4] |f:3.4|. Reported procedure: To a solution of N-[1-butyl-4-(3-methoxyphenyl)-1,2-dihydro-2-oxo-1,8-naphthyridin-3-yl]-N′-(2,6-diisopropyl-4-aminophenyl)urea (450 mg, 0.727 mmol) in methanol (5 ml) are added nicotinaldehyde (0.137 ml, 1.45 mmol) and conc. hydrochloric acid (0.12 ml, 1.44 mmol) at room temperature. Then, the mixture is cooled under ice-cooling, and thereto is added sodium borohydride (68.6 mg, 1.09 ml), and the mixture is stirred at room temperature for 5 hours. To the mixture is added water, and the mixture ... Starting materials: COC(=O)c1ccc(N(C)c2cc3c4c(c2)CCCC4CCC3)cc1, CCO, Cl, [Na+], [OH-]. The product is CN(c1ccc(C(=O)O)cc1)c1cc2c3c(c1)CCCC3CCC2. RXN SMILES: [CH3:1][N:2]([c:3]1[cH:4][cH:5][c:6]([C:7](=[O:8])[O:9][CH3:10])[cH:11][cH:12]1)[c:13]1[cH:14][c:15]2[c:25]3[c:23]([cH:24]1)[CH2:22][CH2:21][CH2:20][CH:19]3[CH2:18][CH2:17][CH2:16]2.[CH3:29][CH2:30][OH:31].[ClH:28].[Na+:27].[OH-:26]>>[CH3:1][N:2]([c:3]1[cH:4][cH:5][c:6]([C:7](=[O:8])[OH:9])[cH:11][cH:12]1)[c:13]1[cH:14][c:15]2[c:25]3[c:23]([cH:24]1)[CH2:22][CH2:21][CH2:20][CH:19]3[CH2:18][CH2:17][CH2:16]2.